This data is from the Open Reaction Database (ORD), a public repository of structured organic reaction records. The task is: describe an organic reaction: reactants, conditions, products, and yield Yields the product C(C1=CC=CC=C1)ON=CC1(CC(C1)CCCC)C(=O)O (1-(Benzyloxyimino-Methyl)-3-Butyl-Cyclobutanecarboxylic Acid). Reaction SMILES: C[O:2][C:3]([C:5]1([CH:13]=[N:14][O:15][CH2:16][C:17]2[CH:22]=[CH:21][CH:20]=[CH:19][CH:18]=2)[CH2:8][CH:7]([CH2:9][CH2:10][CH2:11][CH3:12])[CH2:6]1)=[O:4].O.[OH-].[Li+].Cl>C1COCC1.O>[CH2:16]([O:15][N:14]=[CH:13][C:5]1([C:3]([OH:4])=[O:2])[CH2:8][CH:7]([CH2:9][CH2:10][CH2:11][CH3:12])[CH2:6]1)[C:17]1[CH:22]=[CH:21][CH:20]=[CH:19][CH:18]=1 |f:1.2.3|. Reported procedure: A mixture of 1-(benzyloxyimino-methyl)-3-butyl-cyclobutanecarboxylic acid methyl ester (7.23 g, 23.8 mmol) and lithium hydroxide monohydrate (10 g, 238 mmol) in THF (100 mL) and water (50 mL) was heated at 90° C. for 18 h. The reaction mixture was acidified to pH 3 with 6N aqueous HCl and was extracted with dichloromethane (75 mL×6). The combined organic layers were dried (MgSO4) and were evaporated in vacuo to yield the title compound as a pale yellow oil. (6.33 g, 92%). MH+290. Run in C1CCOC1 (THF), O (water). The reactants are COC(=O)C1(CC(C1)CCCC)C=NOCC1=CC=CC=C1 (1-(benzyloxyimino-methyl)-3-butyl-cyclobutanecarboxylic acid methyl ester), O.[OH-].[Li+] (lithium hydroxide monohydrate), Cl (HCl). Run at temperature 90 celsius. The solvent is C(C)#N (acetonitrile). Reactants: C1(=CC=CC=C1)C(Cl)(C1=NC(=C(C(=N1)Cl)Cl)Cl)C1=CC=CC=C1 (diphenyl-4,5,6-trichloropyrimid-2-yl-chloromethane), N1C=NC=C1 (imidazole). RXN SMILES: [C:1]1([C:7]([C:18]2[CH:23]=[CH:22][CH:21]=[CH:20][CH:19]=2)([C:9]2[N:14]=[C:13]([Cl:15])[C:12]([Cl:16])=[C:11]([Cl:17])[N:10]=2)Cl)[CH:6]=[CH:5][CH:4]=[CH:3][CH:2]=1.[NH:24]1[CH:28]=[CH:27][N:26]=[CH:25]1>C(#N)C>[C:1]1([C:7]([C:18]2[CH:23]=[CH:22][CH:21]=[CH:20][CH:19]=2)([C:9]2[N:14]=[C:13]([Cl:15])[C:12]([Cl:16])=[C:11]([Cl:17])[N:10]=2)[N:24]2[CH:28]=[CH:27][N:26]=[CH:25]2)[CH:6]=[CH:5][CH:4]=[CH:3][CH:2]=1. Procedure details: 34.0 g (0.1 mol) of diphenyl-4,5,6-trichloropyrimid-2-yl-chloromethane in 250 ml of absolute acetonitrile are stirred with 13.6 g (0.2 mol) of imidazole for 3 hours at room temperature and thereafter heated to the boil for 15 minutes. The mixture is then concentrated and the dark brown residue is washed with water and taken up in methylene chloride. After drying with sodium sulphate, treating with active charcoal and filtering, the solution is concentrated. The residue is extracted by boiling wi... Product: C1(=CC=CC=C1)C(N1C=NC=C1)(C1=NC(=C(C(=N1)Cl)Cl)Cl)C1=CC=CC=C1 (Diphenyl-4,5,6-trichloropyrimid-2-yl-imidazol-1-yl-methane). Reactants: C(C)(=O)OCC (Ethyl acetate), CB1OB(OB(O1)C)C (trimethyl boroxine), C([O-])([O-])=O.[K+].[K+] (potassium carbonate), ClC1=NC=C(C(=C1)C)[N+](=O)[O-] (2-chloro-4-methyl-5-nitropyridine). The reagents and catalysts are [Pd].C1(=CC=CC=C1)P(C1=CC=CC=C1)C1=CC=CC=C1.C1(=CC=CC=C1)P(C1=CC=CC=C1)C1=CC=CC=C1.C1(=CC=CC=C1)P(C1=CC=CC=C1)C1=CC=CC=C1.C1(=CC=CC=C1)P(C1=CC=CC=C1)C1=CC=CC=C1 (tetrakis(triphenyl phosphine) palladium). Solvent: O1CCOCC1 (dioxane). Run at time 15 minute. Product: CC1=NC=C(C(=C1)C)[N+](=O)[O-] (2,4-Dimethyl-5-nitropyridine). Reaction SMILES: Cl[C:2]1[CH:7]=[C:6]([CH3:8])[C:5]([N+:9]([O-:11])=[O:10])=[CH:4][N:3]=1.[CH3:12]B1OB(C)OB(C)O1.C(=O)([O-])[O-].[K+].[K+].C(OCC)(=O)C>O1CCOCC1.[Pd].C1(P(C2C=CC=CC=2)C2C=CC=CC=2)C=CC=CC=1.C1(P(C2C=CC=CC=2)C2C=CC=CC=2)C=CC=CC=1.C1(P(C2C=CC=CC=2)C2C=CC=CC=2)C=CC=CC=1.C1(P(C2C=CC=CC=2)C2C=CC=CC=2)C=CC=CC=1>[CH3:12][C:2]1[CH:7]=[C:6]([CH3:8])[C:5]([N+:9]([O-:11])=[O:10])=[CH:4][N:3]=1 |f:2.3.4,7.8.9.10.11|. Reported procedure: To a stirred suspension of 2-chloro-4-methyl-5-nitropyridine (9.419 g, 54.6 mmol) in dioxane (110 mL) was added tetrakis(triphenyl phosphine) palladium (6.330 g, 5.46 mmol) and the mixture stirred for 15 min prior to the addition of trimethyl boroxine (7.68 mL, 54.6 mmol) and potassium carbonate (22.64 g, 164.0 mmol). The reaction mixture was heated under reflux for 6 h then allowed to cool to rt over 16 h. Ethyl acetate (200 mL) was added and the mixture stirred vigorously for 1 h. The mixture ... Starting materials: C1CCOC1, COc1ccnc(N2CCNCC2)n1, O, O=C(O)c1cc2ccccc2[nH]1. Yields the product COc1ccnc(N2CCN(C(=O)c3cc4ccccc4[nH]3)CC2)n1. Reaction SMILES: [CH2:13]1[O:14][CH2:15][CH2:16][CH2:17]1.[CH3:18][O:19][c:20]1[n:21][c:22]([N:26]2[CH2:27][CH2:28][NH:29][CH2:30][CH2:31]2)[n:23][cH:24][cH:25]1.[OH2:32].[nH:1]1[c:2]([C:10](=[O:11])[OH:12])[cH:3][c:4]2[cH:5][cH:6][cH:7][cH:8][c:9]12>>[nH:1]1[c:2]([C:10](=[O:12])[N:29]2[CH2:28][CH2:27][N:26]([c:22]3[n:21][c:20]([O:19][CH3:18])[cH:25][cH:24][n:23]3)[CH2:31][CH2:30]2)[cH:3][c:4]2[cH:5][cH:6][cH:7][cH:8][c:9]12. Reactants: C(C1=CC=CC=C1)N1CCC(CC1)N(C1=NC=CC=C1NCCC)CC (1-Benzyl-4-[N-ethyl-N-(3-propylamino-2-pyridinyl)amino]piperidine), [H][H] (hydrogen). Reagents/catalysts: [OH-].[OH-].[Pd+2] (palladium hydroxide on carbon). Solvent: C(C)O (ethanol). Yields the product C(C)N(C1=NC=CC=C1NCCC)C1CCNCC1 (4-[N-ethyl-N-(3-propylamino-2-pyridinyl)amino]piperidine). As a reaction SMILES: C([N:8]1[CH2:13][CH2:12][CH:11]([N:14]([CH2:25][CH3:26])[C:15]2[C:20]([NH:21][CH2:22][CH2:23][CH3:24])=[CH:19][CH:18]=[CH:17][N:16]=2)[CH2:10][CH2:9]1)C1C=CC=CC=1.[H][H]>C(O)C.[OH-].[OH-].[Pd+2]>[CH2:25]([N:14]([CH:11]1[CH2:12][CH2:13][NH:8][CH2:9][CH2:10]1)[C:15]1[C:20]([NH:21][CH2:22][CH2:23][CH3:24])=[CH:19][CH:18]=[CH:17][N:16]=1)[CH3:26] |f:3.4.5|. Procedure: 1-Benzyl-4-[N-ethyl-N-(3-propylamino-2-pyridinyl)amino]piperidine (EXAMPLE 191, 4.34 g, 12.3 mmol) and palladium hydroxide on carbon (2.0 g) in 50 ml ethanol is hydrogenated at 40 p.s.i. hydrogen for 40 hr. Filtration and removal of the solvent gives the title compound, NMR (400 MHz, CDCl3) 7.72, 6.95, 6.83, 3.72, 3.42, 3.09, 2.87, 2.00, 1.66, 1.24, 1.00 and 0.87δ. Reactants: C[O-], C[Si](C)(C)S[Si](C)(C)C, CN(C)C=O, CNc1c(C2SCCS2)c(C#N)nn1-c1c(Cl)cc(C(F)(F)F)cc1Cl, [Na+], O. The product is CNc1c(C2SCCS2)c(C(N)=S)nn1-c1c(Cl)cc(C(F)(F)F)cc1Cl. RXN SMILES: [CH3:10][O-:11].[CH3:1][Si:2]([S:3][Si:6]([CH3:7])([CH3:8])[CH3:9])([CH3:4])[CH3:5].[CH3:39][N:40]([CH3:41])[CH:42]=[O:43].[Cl:13][c:14]1[c:15](-[n:25]2[n:26][c:27]([C:37]#[N:38])[c:28]([CH:32]3[S:33][CH2:34][CH2:35][S:36]3)[c:29]2[NH:30][CH3:31])[c:16]([Cl:24])[cH:17][c:18]([C:20]([F:21])([F:22])[F:23])[cH:19]1.[Na+:12].[OH2:44]>>[S:3]=[C:37]([c:27]1[n:26][n:25](-[c:15]2[c:14]([Cl:13])[cH:19][c:18]([C:20]([F:21])([F:22])[F:23])[cH:17][c:16]2[Cl:24])[c:29]([NH:30][CH3:31])[c:28]1[CH:32]1[S:33][CH2:34][CH2:35][S:36]1)[NH2:38]. Starting materials: COc1cc2c(Cl)ncnc2cc1OCCn1ccnc1, [H-], O=C1Cc2cccnc2N1, [Na+], CN(C)C=O. Yields the product COc1cc2c(C3C(=O)Nc4ncccc43)ncnc2cc1OCCn1ccnc1. As a reaction SMILES: [Cl:13][c:14]1[n:15][cH:16][n:17][c:18]2[cH:19][c:20]([O:26][CH2:27][CH2:28][n:29]3[cH:30][n:31][cH:32][cH:33]3)[c:21]([O:24][CH3:25])[cH:22][c:23]12.[H-:11].[NH:1]1[C:2](=[O:10])[CH2:3][c:4]2[cH:5][cH:6][cH:7][n:8][c:9]21.[Na+:12].[O:34]=[CH:35][N:36]([CH3:37])[CH3:38]>>[NH:1]1[C:2](=[O:10])[CH:3]([c:14]2[n:15][cH:16][n:17][c:18]3[cH:19][c:20]([O:26][CH2:27][CH2:28][n:29]4[cH:30][n:31][cH:32][cH:33]4)[c:21]([O:24][CH3:25])[cH:22][c:23]23)[c:4]2[cH:5][cH:6][cH:7][n:8][c:9]21. The product is ClC1=CC(=C(C=C1)C(CC(=O)OCC)C1=CNC2=C(C=CC=C12)CSC)F (Ethyl 3-(4-chloro-2-fluorophenyl)-3-{7-[(methylsulfanyl)methyl]-1H-indol-3-yl}propanoate). The reactants are ClC1=CC(=C(C=C1)C(C1C(OC(OC1=O)(C)C)=O)C1=CNC2=C(C=CC=C12)CSC)F (5-[(4-Chloro-2-fluorophenyl){7-[(methylsulfanyl)methyl]-1H-indol-3-yl}methyl]-2,2-dimethyl-1,3-dioxane-4,6-dione). Reagents/catalysts: [Cu] (copper). Solvent: N1=CC=CC=C1 (pyridine), C(C)O (ethanol). Reported procedure: 5.0 mg (0.08 mmol) of copper powder were added to 3.60 g (7.79 mmol) of the compound from Example 15A in 56 ml of pyridine and 14 ml of ethanol. The reaction mixture was heated under reflux for 1 h. It was concentrated, and the residue was taken up in ethyl acetate, washed with 1N hydrochloric acid, dried over magnesium sulfate, filtered through silica gel and concentrated. The crude product was purified by preparative HPLC (RP18 column; mobile phase: acetonitrile/water gradient with addition of... As a reaction SMILES: [Cl:1][C:2]1[CH:7]=[CH:6][C:5]([CH:8]([C:19]2[C:27]3[C:22](=[C:23]([CH2:28][S:29][CH3:30])[CH:24]=[CH:25][CH:26]=3)[NH:21][CH:20]=2)[CH:9]2C(=O)O[C:12](C)([CH3:16])[O:11][C:10]2=[O:18])=[C:4]([F:31])[CH:3]=1>N1C=CC=CC=1.C(O)C.[Cu]>[Cl:1][C:2]1[CH:7]=[CH:6][C:5]([CH:8]([C:19]2[C:27]3[C:22](=[C:23]([CH2:28][S:29][CH3:30])[CH:24]=[CH:25][CH:26]=3)[NH:21][CH:20]=2)[CH2:9][C:10]([O:11][CH2:12][CH3:16])=[O:18])=[C:4]([F:31])[CH:3]=1. The reactants are ice water, C(C)(=O)C1=CC=C(C(=O)OCC2=CC=CC=C2)C=C1 (benzyl 4-acetylbenzoate), C(C)O (ethanol), [BH4-].[Na+] (sodium borohydride). Solvent: C(Cl)(Cl)Cl (chloroform). Run at time 2 hour. The product is OC(C)C1=CC=C(C=C1)C(=O)OCC1=CC=CC=C1 (benzyl 4-(1-hydroxyethyl)phenylcarboxylate). Isolated yield 94.9%. Reaction SMILES: [C:1]([C:4]1[CH:19]=[CH:18][C:7]([C:8]([O:10][CH2:11][C:12]2[CH:17]=[CH:16][CH:15]=[CH:14][CH:13]=2)=[O:9])=[CH:6][CH:5]=1)(=[O:3])[CH3:2].C(O)C.[BH4-].[Na+]>C(Cl)(Cl)Cl>[OH:3][CH:1]([C:4]1[CH:19]=[CH:18][C:7]([C:8]([O:10][CH2:11][C:12]2[CH:17]=[CH:16][CH:15]=[CH:14][CH:13]=2)=[O:9])=[CH:6][CH:5]=1)[CH3:2] |f:2.3|. Procedure: 60.98 g (0.24 mol) of benzyl 4-acetylbenzoate (II-19), 100 ml of ethanol and 300 ml of chloroform were supplied into a four-necked flask equipped with a stirrer and a thermometer. Then 4.6 g (0.12 mol) of sodium borohydride was added at 15°-25° C., over a period of 10 minutes. The mixture was kept at the same temperature for 2 hours and the resulting reaction mixture was poured into ice-water and extracted twice with 200 ml of ethyl acetate. The organic layer was washed with water and concentrat...